This data is from the Open Reaction Database (ORD), a public repository of structured organic reaction records. The task is: describe an organic reaction: reactants, conditions, products, and yield The product is N#Cc1ccc(OCCN2CC3CN(CCCCc4ccncc4)CC(C2)O3)cc1. Starting materials: BrBr, CC#N, N#Cc1ccc(OCCN2CC3CNCC(C2)O3)cc1, ClCCCCc1ccncc1, [K+], [K+], O=C([O-])[O-]. As a reaction SMILES: [Br:38][Br:39].[CH3:40][C:41]#[N:42].[CH:1]12[CH2:2][N:3]([CH2:10][CH2:11][O:12][c:13]3[cH:14][cH:15][c:16]([C:17]#[N:18])[cH:19][cH:20]3)[CH2:4][CH:5]([CH2:6][NH:7][CH2:8]1)[O:9]2.[Cl:21][CH2:22][CH2:23][CH2:24][CH2:25][c:26]1[cH:27][cH:28][n:29][cH:30][cH:31]1.[K+:32].[K+:33].[O-:34][C:35]([O-:36])=[O:37]>>[CH:1]12[CH2:2][N:3]([CH2:10][CH2:11][O:12][c:13]3[cH:14][cH:15][c:16]([C:17]#[N:18])[cH:19][cH:20]3)[CH2:4][CH:5]([CH2:6][N:7]([CH2:22][CH2:23][CH2:24][CH2:25][c:26]3[cH:27][cH:28][n:29][cH:30][cH:31]3)[CH2:8]1)[O:9]2. Reactants: COC1OC(COCc2ccccc2)C(O)C(OCc2ccccc2)C1OCc1ccccc1, O, O=C(O)C(F)(F)F. The product is OC1OC(COCc2ccccc2)C(O)C(OCc2ccccc2)C1OCc1ccccc1. As a reaction SMILES: [CH2:1]([c:2]1[cH:3][cH:4][cH:5][cH:6][cH:7]1)[O:8][CH:9]1[CH:10]([O:11][CH3:12])[O:13][CH:14]([CH2:26][O:27][CH2:28][c:29]2[cH:30][cH:31][cH:32][cH:33][cH:34]2)[CH:15]([OH:25])[CH:16]1[O:17][CH2:18][c:19]1[cH:20][cH:21][cH:22][cH:23][cH:24]1.[OH2:42].[OH:35][C:36]([C:37]([F:38])([F:39])[F:40])=[O:41]>>[CH2:1]([c:2]1[cH:3][cH:4][cH:5][cH:6][cH:7]1)[O:8][CH:9]1[CH:10]([OH:11])[O:13][CH:14]([CH2:26][O:27][CH2:28][c:29]2[cH:30][cH:31][cH:32][cH:33][cH:34]2)[CH:15]([OH:25])[CH:16]1[O:17][CH2:18][c:19]1[cH:20][cH:21][cH:22][cH:23][cH:24]1. Reactants: isobutyl aldehyde, C(C)(=O)OCC (ethyl acetate), NC1=C(C(=O)OC)C=CC=C1 (methyl 2-aminobenzoate), C(=O)C=1C=C(C(=O)OCC2=CC=CC=C2)C=CC1 (benzyl 3-formylbenzoate), O1CCCC1 (tetrahydrofuran). Reagents/catalysts: FC(S(=O)(=O)[O-])(F)F.[Y+3].FC(S(=O)(=O)[O-])(F)F.FC(S(=O)(=O)[O-])(F)F (yttrium(III) trifluoromethanesulfonate). Solvent: petroleum ether. Conditions: time 23 hour. The product is C(C1=CC=CC=C1)OC(=O)C=1C=C(C=CC1)C1NC2=C(C=CC=C2C(C1(C)C)O)C(=O)OC (methyl 2-(3-(benzyloxycarbonyl)phenyl)-4-hydroxy-3,3-dimethyl-1,2,3,4-tetrahydroquinoline-8-carboxylate). Reaction SMILES: [NH2:1][C:2]1[CH:11]=[CH:10][CH:9]=[CH:8][C:3]=1[C:4]([O:6][CH3:7])=[O:5].[CH:12]([C:14]1[CH:15]=[C:16]([CH:27]=[CH:28][CH:29]=1)[C:17]([O:19][CH2:20][C:21]1[CH:26]=[CH:25][CH:24]=[CH:23][CH:22]=1)=[O:18])=O.[C:30](OCC)(=O)C.[O:36]1[CH2:40][CH2:39][CH2:38]C1>FC(F)(F)S([O-])(=O)=O.[Y+3].FC(F)(F)S([O-])(=O)=O.FC(F)(F)S([O-])(=O)=O>[CH2:20]([O:19][C:17]([C:16]1[CH:15]=[C:14]([CH:12]2[C:39]([CH3:30])([CH3:38])[CH:40]([OH:36])[C:11]3[C:2](=[C:3]([C:4]([O:6][CH3:7])=[O:5])[CH:8]=[CH:9][CH:10]=3)[NH:1]2)[CH:29]=[CH:28][CH:27]=1)=[O:18])[C:21]1[CH:26]=[CH:25][CH:24]=[CH:23][CH:22]=1 |f:4.5.6.7|. Procedure: To a mixture of methyl 2-aminobenzoate (0.77 g, 5.1 mmol) and benzyl 3-formylbenzoate (1.23 g, 5.1 mmol) in tetrahydrofuran (20.5 mL) was added isobutyl aldehyde (0.48 g, 6.68 mmol), followed by yttrium(III) trifluoromethanesulfonate (159 mg, 0.26 mmol), the reaction mixture was stirred at room temperature under nitrogen atmosphere for 23 h, Thin layer chromatography (petroleum ether: ethyl acetate=10:1) showed the reaction was nearly complete. The reaction was quenched by brine and separated. T...